From a dataset of the Open Reaction Database (ORD), a public repository of structured organic reaction records. describe an organic reaction: reactants, conditions, products, and yield The reactants are C(C1=CC=CC=C1)N1CC2OC2C1 (3-benzyl-6-oxa-3-azabicyclo[3.1.0]hexane), C[O-].[Na+] (sodium methylate), C(C)(=O)O (acetic acid). Run in CO (methanol). The product is C(C1=CC=CC=C1)N1C[C@H]([C@@H](C1)OC)O (trans-1-Benzyl-3-hydroxy-4-methoxypyrrolidine). As a reaction SMILES: [CH2:1]([N:8]1CC2[CH:10]([O:11]2)[CH2:9]1)[C:2]1[CH:7]=[CH:6][CH:5]=[CH:4][CH:3]=1.[CH3:14][O-].[Na+].[C:17]([OH:20])(=O)[CH3:18]>CO>[CH2:1]([N:8]1[CH2:18][C@@H:17]([O:20][CH3:14])[C@H:10]([OH:11])[CH2:9]1)[C:2]1[CH:7]=[CH:6][CH:5]=[CH:4][CH:3]=1 |f:1.2|. Reported procedure: 34.9 g (0.2 mol) of 3-benzyl-6-oxa-3-azabicyclo[3.1.0]hexane (U.S. Pat. No. 4,254,135) are heated with 3.6 g (20 mmol) of sodium methylate solution (30% strength) at 120° C. in 200 ml of absolute methanol in an autoclave for 10 hours. After cooling, the mixture is neutralized with 1.2 g (20 mmol) of acetic acid and the solvent is removed on a rotary evaporator. The residue is taken up in tetrahydrofuran and the sodium acetate is filtered off. The filtrate is concentrated and the residue is disti...